Dataset: the Open Reaction Database (ORD), a public repository of structured organic reaction records. Task: describe an organic reaction: reactants, conditions, products, and yield The reactants are ClC1=NC(=NC=2CCCCC12)C(F)(F)F (4-chloro-5,6,7,8-tetrahydro-2-trifluoromethylquinazoline), NCC1=CC=C(C=C1)C=1C(=CC=CC1)C(=O)O (4' aminomethyl-(1,1'-biphenyl)-2-carboxylic acid), C(C)(=O)[O-].[Na+] (sodium acetate). Run in C(CCC)O (n-butanol). Product: FC(C1=NC=2CCCCC2C(=N1)NCC1=CC=C(C=C1)C=1C(=CC=CC1)C(=O)O)(F)F (4'-[[[5,6,7,8-tetrahydro-2-(trifluoromethyl)-4-quinazolinyl]amino]methyl][1,1'-biphenyl]-2-carboxylic acid). The yield is 50.8%. Reaction SMILES: Cl[C:2]1[C:11]2[CH2:10][CH2:9][CH2:8][CH2:7][C:6]=2[N:5]=[C:4]([C:12]([F:15])([F:14])[F:13])[N:3]=1.[NH2:16][CH2:17][C:18]1[CH:23]=[CH:22][C:21]([C:24]2[C:25]([C:30]([OH:32])=[O:31])=[CH:26][CH:27]=[CH:28][CH:29]=2)=[CH:20][CH:19]=1.C([O-])(=O)C.[Na+]>C(O)CCC>[F:13][C:12]([F:15])([F:14])[C:4]1[N:3]=[C:2]([NH:16][CH2:17][C:18]2[CH:23]=[CH:22][C:21]([C:24]3[C:25]([C:30]([OH:32])=[O:31])=[CH:26][CH:27]=[CH:28][CH:29]=3)=[CH:20][CH:19]=2)[C:11]2[CH2:10][CH2:9][CH2:8][CH2:7][C:6]=2[N:5]=1 |f:2.3|. Reported procedure: To 10 mL of n-butanol were added 0.526 g of 4-chloro-5,6,7,8-tetrahydro-2-trifluoromethylquinazoline, 0.408 g of 4' aminomethyl-(1,1'-biphenyl)-2-carboxylic acid and 1.1 g of sodium acetate. The resulting mixture was refluxed for 3 days, cooled to room temperature and all solvents were removed by evaporation. The residue was taken up in ethyl acetate and washed with brine. The organic layer was dried over anhydrous magnesium sulfate, filtered and evaporated to yield an off-white solid which was ...